From a dataset of the Open Reaction Database (ORD), a public repository of structured organic reaction records. describe an organic reaction: reactants, conditions, products, and yield Reactants: CC#N, CCN(C(C)C)C(C)C, CC(N)c1cc(Cl)cc(Cl)c1, O=C(c1ccc(F)cc1F)C(F)(F)F. Yields the product CC(Nc1cc(F)ccc1C(=O)C(F)(F)F)c1cc(Cl)cc(Cl)c1. RXN SMILES: [CH3:35][C:36]#[N:37].[CH:26]([N:27]([CH2:28][CH3:29])[CH:30]([CH3:31])[CH3:32])([CH3:33])[CH3:34].[Cl:15][c:16]1[cH:17][c:18]([CH:23]([CH3:24])[NH2:25])[cH:19][c:20]([Cl:22])[cH:21]1.[F:1][C:2]([C:3](=[O:4])[c:5]1[c:6]([F:12])[cH:7][c:8]([F:11])[cH:9][cH:10]1)([F:13])[F:14]>>[F:1][C:2]([C:3](=[O:4])[c:5]1[c:6]([NH:25][CH:23]([c:18]2[cH:17][c:16]([Cl:15])[cH:21][c:20]([Cl:22])[cH:19]2)[CH3:24])[cH:7][c:8]([F:11])[cH:9][cH:10]1)([F:13])[F:14].